Dataset: the Open Reaction Database (ORD), a public repository of structured organic reaction records. Task: describe an organic reaction: reactants, conditions, products, and yield The reactants are C(C)(C)(C)OC(=O)NC1=C(C=CC=C1)B(O)O (2-(tert-butoxycarbonylamino)phenylboronic acid), ClC=1C(=NC=C(C1)\C=C\COC)C#N ((E)-3-chloro-5-(3-methoxyprop-1-enyl)picolinonitrile), tetrakis(triphenyl-phosphine)palladium, C([O-])([O-])=O.[Na+].[Na+] (sodium carbonate). Solvent: C1(=CC=CC=C1)C.C(C)O (toluene ethanol), CO (methanol). The product is COC/C=C/C=1C=NC2=C(N=C3C(=C2C1)C=CC=C3)N ((E)-2-(3-methoxyprop-1-enyl)benzo[f][1,7]naphthyridin-5-amine). RXN SMILES: C(OC([NH:8][C:9]1[CH:14]=[CH:13][CH:12]=[CH:11][C:10]=1B(O)O)=O)(C)(C)C.Cl[C:19]1[C:20]([C:30]#[N:31])=[N:21][CH:22]=[C:23](/[CH:25]=[CH:26]/[CH2:27][O:28][CH3:29])[CH:24]=1.C(=O)([O-])[O-].[Na+].[Na+]>C1(C)C=CC=CC=1.C(O)C.CO>[CH3:29][O:28][CH2:27]/[CH:26]=[CH:25]/[C:23]1[CH:22]=[N:21][C:20]2[C:19]([CH:24]=1)=[C:10]1[CH:11]=[CH:12][CH:13]=[CH:14][C:9]1=[N:8][C:30]=2[NH2:31] |f:2.3.4,5.6|. Reported procedure: A solution of 2-(tert-butoxycarbonylamino)phenylboronic acid (1.0 eq.) and (E)-3-chloro-5-(3-methoxyprop-1-enyl)picolinonitrile (from step 1) (1.0 eq.), tetrakis(triphenyl-phosphine)palladium (5 mol %), and 2N aqueous sodium carbonate solution (2.0 eq.) in toluene/ethanol (2:1, 0.03 M) was stirred at 100° C. overnight. After cooling to ambient temperature, the reaction content was diluted with methanol. The insoluble solids were filtered off, and the filtrate was concentrated en vacuo to obtain ... Reactants: [Al+3], COCCSc1ccccc1C(N)=O, [H-], [H-], [H-], [H-], [Li+], C1CCOC1. The product is COCCSc1ccccc1CN. As a reaction SMILES: [Al+3:16].[CH3:1][O:2][CH2:3][CH2:4][S:5][c:6]1[c:7]([C:8](=[O:9])[NH2:10])[cH:11][cH:12][cH:13][cH:14]1.[H-:15].[H-:18].[H-:19].[H-:20].[Li+:17].[O:21]1[CH2:22][CH2:23][CH2:24][CH2:25]1>>[CH3:1][O:2][CH2:3][CH2:4][S:5][c:6]1[c:7]([CH2:8][NH2:10])[cH:11][cH:12][cH:13][cH:14]1. Yield: 84.5%. Procedure details: 0.075 g (0.00019 mol) of 3-(4-dipropylaminomethyl-oxazol-2-yl)-5-methyl-5,6-dihydro-4H-imidazo[1,5-a]thieno-[2,3-f][1,4]diazepin-6-one was dissolved in 50 ml of ethanol and treated with 0.05 ml (0.00019 mol) of 3.7N ethanolic hydrochloric acid. The solution was completely freed from the solvents and recrystallized from ethanol/diethyl ether. There was obtained 0.07 g (86%) of 3-(4-dipropylaminomethyl-oxazol-2-yl)-5-methyl-5,6-dihydro-4H-imidazo[1,5-a]thieno[2,3-f][1,4]-diazepin-6-one hydrochlori... RXN SMILES: [CH2:1]([N:4]([CH2:8][C:9]1[N:10]=[C:11]([C:14]2[N:15]=[CH:16][N:17]3[C:23]4[CH:24]=[CH:25][S:26][C:22]=4[C:21](=[O:27])[N:20]([CH3:28])[CH2:19][C:18]=23)[O:12][CH:13]=1)[CH2:5][CH2:6][CH3:7])[CH2:2][CH3:3].[ClH:29]>C(O)C>[ClH:29].[CH2:1]([N:4]([CH2:8][C:9]1[N:10]=[C:11]([C:14]2[N:15]=[CH:16][N:17]3[C:23]4[CH:24]=[CH:25][S:26][C:22]=4[C:21](=[O:27])[N:20]([CH3:28])[CH2:19][C:18]=23)[O:12][CH:13]=1)[CH2:5][CH2:6][CH3:7])[CH2:2][CH3:3] |f:3.4|. The reactants are C(CC)N(CCC)CC=1N=C(OC1)C=1N=CN2C1CN(C(C1=C2C=CS1)=O)C (3-(4-dipropylaminomethyl-oxazol-2-yl)-5-methyl-5,6-dihydro-4H-imidazo[1,5-a]thieno-[2,3-f][1,4]diazepin-6-one), Cl (hydrochloric acid). Run in C(C)O (ethanol). Yields the product Cl.C(CC)N(CCC)CC=1N=C(OC1)C=1N=CN2C1CN(C(C1=C2C=CS1)=O)C (3-(4-dipropylaminomethyl-oxazol-2-yl)-5-methyl-5,6-dihydro-4H-imidazo[1,5-a]thieno[2,3-f][1,4]-diazepin-6-one hydrochloride).